Dataset: the Open Reaction Database (ORD), a public repository of structured organic reaction records. Task: describe an organic reaction: reactants, conditions, products, and yield Reactants: [Na] (sodium), ClC=1C(=NSN1)C=1C=NC=CC1 (3-(4-chloro-1,2,5-thiadiazol-3-yl)pyridine), C(C)(C)O (isopropanol). Conditions: temperature 25 celsius, time 18 hour. Yields the product C(C)(C)OC=1C(=NSN1)C=1C=NC=CC1 (3-(4-isopropoxy-1,2,5-thiadiazol-3-yl)pyridine). Yield: 98.0%. Reaction SMILES: [Na].Cl[C:3]1[C:4]([C:8]2[CH:9]=[N:10][CH:11]=[CH:12][CH:13]=2)=[N:5][S:6][N:7]=1.[CH:14]([OH:17])([CH3:16])[CH3:15]>>[CH:14]([O:17][C:3]1[C:4]([C:8]2[CH:9]=[N:10][CH:11]=[CH:12][CH:13]=2)=[N:5][S:6][N:7]=1)([CH3:16])[CH3:15] |^1:0|. Procedure details: To a solution of sodium (290 mg, 12.5 mmol) in isopropanol (10 ml) was added 3-(4-chloro-1,2,5-thiadiazol-3-yl)pyridine (490 mg, 2.5 mmol). The mixture was stirred at 25° C. for 18 h and evaporated. The residue was dissolved in water and extracted with ethyl acetate. The combined organic phases were dried and evaporated to yield 540 mg (98%) of the title compound. Starting materials: N (Ammonia), Cl (HCl), O (water), N(=[N+]=[N-])CCCC[C@@H]1N=C([C@H](N=C1OC)C(C)C)OC (1-Azido-4-[(2R,5S)-3,6-dimethoxy-2-isopropyl-2,5-dihydro-5-pyrazinyl]butane). The solvent is O1CCOCC1 (dioxane). Conditions: time 8 hour. The product is N[C@H](C(=O)OC)CCCCN=[N+]=[N-] (Methyl(S)-2-amino-6-azidohexanoate). As a reaction SMILES: [N:1]([CH2:4][CH2:5][CH2:6][CH2:7][C@H:8]1[C:13]([O:14][CH3:15])=N[C@H](C(C)C)C(OC)=[N:9]1)=[N+:2]=[N-:3].Cl.[OH2:22].N>O1CCOCC1>[NH2:9][C@@H:8]([CH2:7][CH2:6][CH2:5][CH2:4][N:1]=[N+:2]=[N-:3])[C:13]([O:14][CH3:15])=[O:22]. Procedure: 1-Azido-4-[(2R,5S)-3,6-dimethoxy-2-isopropyl-2,5-dihydro-5-pyrazinyl]butane (2.17 g, 7.72 mmol) was dissolved in 30 ml dioxane and a solution of 1.28 ml conc. HCl in 30 ml water (15.45 mmol) was added dropwise, the mixture stirred under argon at ambient temperature overnight. Ammonia solution was added until pH 9 was reached, the solution extracted with chloroform, dried (MgSO4), and the valine methyl ester was removed by bulb-to-bulb distillation (0.05 torr, 25° C.). The reactants are Cl (hydrochloric acid), FC(CCC(C#N)C#N)(F)F (2-(3,3,3-trifluoropropyl)malononitrile), FC(S(=O)(=O)OCC(C(C(C(F)(F)F)(F)F)(F)F)(F)F)(F)F (2,2,3,3,4,4,5,5,5-nonafluoropentyl trifluoromethanesulfonate), C([O-])([O-])=O.[K+].[K+] (potassium carbonate). The solvent is CN(C=O)C (N,N-dimethylformamide). Conditions: temperature 60 celsius, time 4 hour. Product: FC(CC(C#N)(C#N)CCC(F)(F)F)(C(C(C(F)(F)F)(F)F)(F)F)F (2-(2,2,3,3,4,4,5,5,5-nonafluoropentyl)-2-(3,3,3-trifluoropropyl)malononitrile). Isolated yield 17.9%. As a reaction SMILES: [F:1][C:2]([F:11])([F:10])[CH2:3][CH2:4][CH:5]([C:8]#[N:9])[C:6]#[N:7].FC(F)(F)S(O[CH2:18][C:19]([F:31])([F:30])[C:20]([F:29])([F:28])[C:21]([F:27])([F:26])[C:22]([F:25])([F:24])[F:23])(=O)=O.C(=O)([O-])[O-].[K+].[K+].Cl>CN(C)C=O>[F:30][C:19]([F:31])([C:20]([F:28])([F:29])[C:21]([F:26])([F:27])[C:22]([F:25])([F:24])[F:23])[CH2:18][C:5]([CH2:4][CH2:3][C:2]([F:10])([F:11])[F:1])([C:8]#[N:9])[C:6]#[N:7] |f:2.3.4|. Procedure details: 2.0 g of 2-(3,3,3-trifluoropropyl)malononitrile and 4.7 g of 2,2,3,3,4,4,5,5,5-nonafluoropentyl trifluoromethanesulfonate were dissolved in 10 ml of N,N-dimethylformamide, 2.0 g of potassium carbonate was added, and the mixture was stirred at 60° C. for 4 hours. Thereafter, dilute hydrochloric acid was added to the reaction mixture, followed by extraction with methyl tert-butyl ether. The organic layer was washed successively with water, aqueous saturated sodium hydrogen carbonate and aqueous sa...